From a dataset of the Open Reaction Database (ORD), a public repository of structured organic reaction records. describe an organic reaction: reactants, conditions, products, and yield Starting materials: NC=1C=CC(=C2CNC(C12)=O)C1=CC=C(C=C1)NC(=O)NC1=CC(=CC=C1)C (N-[4-(7-amino-1-oxo-2,3-dihydro-1H-isoindol-4-yl)phenyl]-N′-(3-methylphenyl)urea), C(C)(=O)Cl (acetyl chloride). Solvent: C1CCOC1 (THF). Run at time 8 hour. Yields the product CC=1C=C(C=CC1)NC(=O)NC1=CC=C(C=C1)C=1C=CC(=C2C(NCC12)=O)NC(C)=O (N-{7-[4-({[(3-methylphenyl)amino]carbonyl}amino)phenyl]-3-oxo-2,3-dihydro-1H-isoindol-4-yl}acetamide). The yield is 77.4%. Reaction SMILES: [NH2:1][C:2]1[CH:3]=[CH:4][C:5]([C:12]2[CH:17]=[CH:16][C:15]([NH:18][C:19]([NH:21][C:22]3[CH:27]=[CH:26][CH:25]=[C:24]([CH3:28])[CH:23]=3)=[O:20])=[CH:14][CH:13]=2)=[C:6]2[C:10]=1[C:9](=[O:11])[NH:8][CH2:7]2.[C:29](Cl)(=[O:31])[CH3:30]>C1COCC1>[CH3:28][C:24]1[CH:23]=[C:22]([NH:21][C:19]([NH:18][C:15]2[CH:14]=[CH:13][C:12]([C:5]3[CH:4]=[CH:3][C:2]([NH:1][C:29](=[O:31])[CH3:30])=[C:10]4[C:6]=3[CH2:7][NH:8][C:9]4=[O:11])=[CH:17][CH:16]=2)=[O:20])[CH:27]=[CH:26][CH:25]=1. Reported procedure: A suspension of Example 3 (0.088 g, 0.24 mmol) in THF (2 mL) was treated dropwise via syringe with acetyl chloride (0.017 mL, 0.24 mmol), stirred at room temperature overnight, quenched with water, cooled to 0° C., and filtered. The filter cake was dried to give 77 mg of the desired product. 1H NMR (300 MHz, DMSO-d6) δ 2.17 (s, 3H); 2.28 (s, 3H); 4.55 (s, 2H); 6.80 (d, J=7.1 Hz, 1H); 7.16 (t, J=7.8 Hz, 1H); 7.24 (d, J=8.1 Hz, 1H); 7.31 (br s, 1H); 7.50 (d, J=8.8 Hz, 2H); 7.56 (d, J=8.8 Hz, 2H); ...